Dataset: the Open Reaction Database (ORD), a public repository of structured organic reaction records. Task: describe an organic reaction: reactants, conditions, products, and yield Starting materials: COC(CCCCC(C)=O)=O (6-Oxo-heptanoic acid methyl ester), NC1=NC=CC=C1C=O (2-amino-3-formylpyridine), N1[C@H](C(=O)O)CCC1 (proline). Run in C(C)O (ethanol). Yields the product COC(CCCCC1=NC2=NC=CC=C2C=C1)=O (5-[1,8]-Naphthyridin-2-yl-pentanoic acid methyl ester). As a reaction SMILES: [CH3:1][O:2][C:3](=[O:11])[CH2:4][CH2:5][CH2:6][CH2:7][C:8](=O)[CH3:9].[NH2:12][C:13]1[C:18]([CH:19]=O)=[CH:17][CH:16]=[CH:15][N:14]=1.N1CCC[C@H]1C(O)=O>C(O)C>[CH3:1][O:2][C:3](=[O:11])[CH2:4][CH2:5][CH2:6][CH2:7][C:8]1[CH:9]=[CH:19][C:18]2[C:13](=[N:14][CH:15]=[CH:16][CH:17]=2)[N:12]=1. Procedure details: A mixture of 1-2 (1.4 g, 9.04 mmol), 1-3, 2-amino-3-formylpyridine (552 mg, 4.52 mmol) (for preparation, see: J. Org. Chem., 1983, 48, 3401), and proline (260 mg, 2.26 mmol) in absolute ethanol (23 mL) was heated at reflux for 18 h. Following evaporative removal of the solvent, the residue was chromatographed (silica gel, 80% ethyl acetate/hexane, then ethyl acetate) to give ester 1-4 as a white solid. Reactants: BrC1=CC=C(N)C=C1 (4-bromoaniline), TEA, FC1=C(C(=O)Cl)C=C(C=C1)[N+](=O)[O-] (2-fluoro-5-nitro-benzoyl chloride). Solvent: C(Cl)Cl (DCM), C(Cl)Cl (DCM). Run at time 6 day. Yields the product BrC1=CC=C(C=C1)NC(C1=C(C=CC(=C1)[N+](=O)[O-])F)=O (N-(4-Bromophenyl)-2-fluoro-5-nitro-benzoic acid amide). Reaction SMILES: [F:1][C:2]1[CH:10]=[CH:9][C:8]([N+:11]([O-:13])=[O:12])=[CH:7][C:3]=1[C:4](Cl)=[O:5].[Br:14][C:15]1[CH:21]=[CH:20][C:18]([NH2:19])=[CH:17][CH:16]=1>C(Cl)Cl>[Br:14][C:15]1[CH:21]=[CH:20][C:18]([NH:19][C:4](=[O:5])[C:3]2[CH:7]=[C:8]([N+:11]([O-:13])=[O:12])[CH:9]=[CH:10][C:2]=2[F:1])=[CH:17][CH:16]=1. Procedure details: A mixture of 2-fluoro-5-nitro-benzoyl chloride (1.1 g, 5.4 mmol) in 20 mL DCM was added dropwise to 4-bromoaniline (929 mg, 5.4 mmol), 0.905 mL TEA in 20 mL DCM. The mixture was stirred for 6 days, successively washed with satd. NaHCO3-solution and 2 M aq. HCl solution and dried with Na2SO4. After filtration and concentration i. vac. the subtitle compound was obtained. Yield: 1.57 g (86%). MS [M+H]+=339 (Br-isotope pattern); TLC: Rt=0.96 (silica gel, DCM:EtOH 9:1). RXN SMILES: [CH3:17][CH2:18][O:19][C:20]([CH3:21])=[O:22].[Fe:24].[N+:1]([O-:2])(=[O:3])[c:4]1[cH:5][c:6]([NH:10][C:11]([CH:12]=[CH2:13])=[O:14])[cH:7][cH:8][cH:9]1.[Na+:16].[OH-:15].[OH2:23]>>[NH2:1][c:4]1[cH:5][c:6]([NH:10][C:11]([CH:12]=[CH2:13])=[O:14])[cH:7][cH:8][cH:9]1. Yields the product C=CC(=O)Nc1cccc(N)c1. Reactants: CCOC(C)=O, [Fe], C=CC(=O)Nc1cccc([N+](=O)[O-])c1, [Na+], [OH-], O.